From a dataset of the Open Reaction Database (ORD), a public repository of structured organic reaction records. describe an organic reaction: reactants, conditions, products, and yield Reported procedure: NaH (155 mg) was added to a solution of benzenethiol (500 mg) in DME (2 ml) and the mixture was stirred for 1 hour at room temperature. (1-chloro-isoquinolin-3-yl)-(5-methyl-1H-pyrazol-3-yl)-amine (100 mg) was then added, and the resulting mixture was heated at 150° C. for 30 minutes under microwave irradiation. The reaction mixture was acidified to pH=7 with acetic acid and purified by preparative LC-MS to give 20 mg of (5-methyl-1H-pyrazol-3-yl)-(1-phenylsulfanyl-isoquinolin-3-yl)-amine as a y... Reaction SMILES: [H-].[Na+].[C:3]1([SH:9])[CH:8]=[CH:7][CH:6]=[CH:5][CH:4]=1.Cl[C:11]1[C:20]2[C:15](=[CH:16][CH:17]=[CH:18][CH:19]=2)[CH:14]=[C:13]([NH:21][C:22]2[CH:26]=[C:25]([CH3:27])[NH:24][N:23]=2)[N:12]=1.C(O)(=O)C>COCCOC>[CH3:27][C:25]1[NH:24][N:23]=[C:22]([NH:21][C:13]2[N:12]=[C:11]([S:9][C:3]3[CH:8]=[CH:7][CH:6]=[CH:5][CH:4]=3)[C:20]3[C:15]([CH:14]=2)=[CH:16][CH:17]=[CH:18][CH:19]=3)[CH:26]=1 |f:0.1|. Reactants: C(C)(=O)O (acetic acid), [H-].[Na+] (NaH), C1(=CC=CC=C1)S (benzenethiol), ClC1=NC(=CC2=CC=CC=C12)NC1=NNC(=C1)C ((1-chloro-isoquinolin-3-yl)-(5-methyl-1H-pyrazol-3-yl)-amine). Run at time 1 hour. Solvent: COCCOC (DME). Product: CC1=CC(=NN1)NC=1N=C(C2=CC=CC=C2C1)SC1=CC=CC=C1 ((5-methyl-1H-pyrazol-3-yl)-(1-phenylsulfanyl-isoquinolin-3-yl)-amine). Yield: 15.6%. The reactants are ClC=1C=C(C=CC1Cl)CC(=O)O (3,4-dichlorophenylacetic acid), C(=O)(N1C=NC=C1)N1C=NC=C1 (carbonyldiimidazole), amine. The solvent is C(Cl)Cl (methylene chloride). Conditions: time 40 minute. The product is C1(=CC=CC=C1)CC(=O)N ((-)-benzeneacetamide). The yield is 176.8%. As a reaction SMILES: Cl[C:2]1[CH:3]=[C:4]([CH2:9][C:10]([OH:12])=O)[CH:5]=[CH:6][C:7]=1Cl.C(N1C=CN=C1)([N:15]1C=CN=C1)=O>C(Cl)Cl>[C:4]1([CH2:9][C:10]([NH2:15])=[O:12])[CH:5]=[CH:6][CH:7]=[CH:2][CH:3]=1. Procedure details: A solution of 4.23 g of 3,4-dichlorophenylacetic acid in 200 ml of methylene chloride was treated at 0° with 3.35 g of carbonyldiimidazole. The mixture was stirred for 40 min. Then, 2.86 g (0.0159 mol) of the (+) amine from the resolution which was previously described in Part D, above, was added. The mixture was stirred for 24 hr and partitioned with saturated aqueous sodium bicarbonate. The organic phase was dried and concentrated to yield 4.93 g of the named (-)-benzeneacetamide product which... The reactants are N#CC1(Nc2ccccc2)CCN(C2CCC(c3ccc(F)cc3)(c3ccc(F)cc3)CC2)CC1, O, O=S(=O)(O)O. Yields the product NC(=O)C1(Nc2ccccc2)CCN(C2CCC(c3ccc(F)cc3)(c3ccc(F)cc3)CC2)CC1. Reaction SMILES: [F:1][c:2]1[cH:3][cH:4][c:5]([C:8]2([c:29]3[cH:30][cH:31][c:32]([F:35])[cH:33][cH:34]3)[CH2:9][CH2:10][CH:11]([N:14]3[CH2:15][CH2:16][C:17]([NH:20][c:21]4[cH:22][cH:23][cH:24][cH:25][cH:26]4)([C:27]#[N:28])[CH2:18][CH2:19]3)[CH2:12][CH2:13]2)[cH:6][cH:7]1.[OH2:41].[S:36]([OH:37])(=[O:38])(=[O:39])[OH:40]>>[F:1][c:2]1[cH:3][cH:4][c:5]([C:8]2([c:29]3[cH:30][cH:31][c:32]([F:35])[cH:33][cH:34]3)[CH2:9][CH2:10][CH:11]([N:14]3[CH2:15][CH2:16][C:17]([NH:20][c:21]4[cH:22][cH:23][cH:24][cH:25][cH:26]4)([C:27]([NH2:28])=[O:37])[CH2:18][CH2:19]3)[CH2:12][CH2:13]2)[cH:6][cH:7]1. The reactants are C1=C(OC=C(C1=O)O)CO (kojic acid), NC1=CC=CC=C1 (aniline). Run in Cl (hydrochloric acid). Reaction conditions: time 8 hour. Product: OC=1C(C=C(N(C1)C1=CC=CC=C1)CO)=O (5-Hydroxy-2-hydroxymethyl-1-phenyl-pyridin-4-one). Yield: 49.0%. As a reaction SMILES: [CH:1]1[C:6](=[O:7])[C:5]([OH:8])=[CH:4]O[C:2]=1[CH2:9][OH:10].[NH2:11][C:12]1[CH:17]=[CH:16][CH:15]=[CH:14][CH:13]=1>Cl>[OH:8][C:5]1[C:6](=[O:7])[CH:1]=[C:2]([CH2:9][OH:10])[N:11]([C:12]2[CH:17]=[CH:16][CH:15]=[CH:14][CH:13]=2)[CH:4]=1. Procedure details: To a suspension of kojic acid (1.421 g, 10.00 mmol) in diluted hydrochloric acid (0.52 mL of concentrated hydrochloric acid diluted with 25 mL of water) was added aniline (1.40 mL, 15.4 mmol). The resulting mixture was heated under reflux for 20 h. The mixture, while warn (60° C.), was washed with dichloromethane two times and the organic phase was discarded. The aqueous phase was neutralized with solid sodium carbonate, upon which much off-white precipitate appeared. The mixture stood in a hood... Reaction SMILES: [NH2:1][C:2]1[N:7]2[N:8]=[CH:9][C:10]([C:11]3[CH:12]=[N:13][C:14]4[C:19]([CH:20]=3)=[CH:18][CH:17]=[CH:16][CH:15]=4)=[C:6]2[N:5]=[C:4]([N:21]2[CH2:25][CH2:24][CH:23]([C:26]([OH:28])=[O:27])[CH2:22]2)[CH:3]=1.C1C(=O)N([Br:36])C(=O)C1>CC#N.CO>[NH2:1][C:2]1[N:7]2[N:8]=[CH:9][C:10]([C:11]3[CH:12]=[N:13][C:14]4[C:19]([CH:20]=3)=[CH:18][CH:17]=[CH:16][CH:15]=4)=[C:6]2[N:5]=[C:4]([N:21]2[CH2:25][CH2:24][CH:23]([C:26]([OH:28])=[O:27])[CH2:22]2)[C:3]=1[Br:36] |f:2.3|. Yields the product NC1=C(C(=NC=2N1N=CC2C=2C=NC1=CC=CC=C1C2)N2CC(CC2)C(=O)O)Br (1-(7-Amino-6-bromo-3-(quinolin-3-yl)pyrazolo[1,5-a]pyrimidin-5-yl)pyrrolidine-3-carboxylic acid). Starting materials: NC1=CC(=NC=2N1N=CC2C=2C=NC1=CC=CC=C1C2)N2CC(CC2)C(=O)O (1-(7-amino-3-(quinolin-3-yl)pyrazolo[1,5-a]pyrimidin-5-yl)pyrrolidine-3-carboxylic acid), C1CC(=O)N(C1=O)Br (NBS). Solvent: CC#N.CO (CH3CN MeOH). Reported procedure: To a solution of 1-(7-amino-3-(quinolin-3-yl)pyrazolo[1,5-a]pyrimidin-5-yl)pyrrolidine-3-carboxylic acid (17 mg, 0.033 mmol) in a 2:1 mixture of CH3CN/MeOH (1.0 mL) was added NBS (6.2 mg, 0.033 mmol). The mixture was stirred at it for 1 h then concentrated in vacuo. The residue was purified by prep-LC to afford the title compound. LC/MS RT=3.27 min. Mass calculated for, M+H 453.07, observed 453.07 Run at time 1 hour. The reactants are O (Water), C(C1=CC=CC=C1)N1CCC=2NC3=CC=C4C(=C3C2CC1)C=CCO4 (10-Benzyl-7,8,9,10,11,12-hexahydro-3H-azepino[4,5-b]pyrano[3,2-e]indole), O(C1=CC=CC=C1)CCCCBr (4-Phenoxybutyl bromide), [H-].[Na+] (sodium hydride). Run in C(C)(=O)OCC (ethyl acetate), CN(C=O)C (N,N-dimethylformamide). Reaction conditions: time 20 minute. Product: C(C1=CC=CC=C1)N1CCC=2N(C3=CC=C4C(=C3C2CC1)C=CCO4)CCCCOC4=CC=CC=C4 (10-Benzyl-7-(4-phenoxybutyl)-7,8,9,10,11,12-hexahydro-3H-azepino[4,5-b]pyrano[3,2-e]indole). Isolated yield 28.7%. As a reaction SMILES: [CH2:1]([N:8]1[CH2:21][CH2:20][C:19]2[C:18]3[C:13](=[CH:14][CH:15]=[C:16]4[O:25][CH2:24][CH:23]=[CH:22][C:17]4=3)[NH:12][C:11]=2[CH2:10][CH2:9]1)[C:2]1[CH:7]=[CH:6][CH:5]=[CH:4][CH:3]=1.[H-].[Na+].[O:28]([CH2:35][CH2:36][CH2:37][CH2:38]Br)[C:29]1[CH:34]=[CH:33][CH:32]=[CH:31][CH:30]=1.O>CN(C)C=O.C(OCC)(=O)C>[CH2:1]([N:8]1[CH2:21][CH2:20][C:19]2[C:18]3[C:13](=[CH:14][CH:15]=[C:16]4[O:25][CH2:24][CH:23]=[CH:22][C:17]4=3)[N:12]([CH2:38][CH2:37][CH2:36][CH2:35][O:28][C:29]3[CH:34]=[CH:33][CH:32]=[CH:31][CH:30]=3)[C:11]=2[CH2:10][CH2:9]1)[C:2]1[CH:3]=[CH:4][CH:5]=[CH:6][CH:7]=1 |f:1.2|. Procedure details: To a solution containing the compound of Example 3 (0.08 g., 0.24 mmol) in N,N-dimethylformamide (5.00 mL) was added sodium hydride (0.011 g., 60% in oil, 0.29 mmol) at 0° C. The mixture was stirred at room temperature for 20 minutes, then cooled to 0° C. 4-Phenoxybutyl bromide (0.072 g., 0.32 mmol) was added to the mixture, the resulting mixture was stirred at room temperature for 16 hours. Water and ethyl acetate then were added to the mixture, and the organic and aqueous phases were separated... Reactants: [Na].OC1(NC2=C(N1)C=C(C=C2[N+](=O)[O-])C(F)(F)F)C(C(F)F)(F)F (2-hydroxy-2-(1,1,2,2-tetrafluoroethyl)-4-nitro-6-(trifluoromethyl)benzimidazoline sodium salt), [N+](=O)([O-])[O-].[Ag+] (silver nitrate). Product: OC1(NC2=C(N1)C=C(C=C2[N+](=O)[O-])C(F)(F)F)C(C(F)F)(F)F (2-hydroxy-2-(1,1,2,2-tetrafluoroethyl)-4-nitro-6-(trifluoromethyl)benzimidazoline), [Ag] (silver). As a reaction SMILES: [Na].[OH:2][C:3]1([C:19]([F:24])([F:23])[CH:20]([F:22])[F:21])[NH:7][C:6]2[CH:8]=[C:9]([C:15]([F:18])([F:17])[F:16])[CH:10]=[C:11]([N+:12]([O-:14])=[O:13])[C:5]=2[NH:4]1.[N+]([O-])([O-])=O.[Ag+:29]>>[OH:2][C:3]1([C:19]([F:24])([F:23])[CH:20]([F:22])[F:21])[NH:7][C:6]2[CH:8]=[C:9]([C:15]([F:18])([F:17])[F:16])[CH:10]=[C:11]([N+:12]([O-:14])=[O:13])[C:5]=2[NH:4]1.[Ag:29] |f:0.1,2.3,^1:0|. Reported procedure: In procedures similar to those reported in the preceding example, 2-hydroxy-2-(1,1,2,2-tetrafluoroethyl)-4-nitro-6-(trifluoromethyl)benzimidazoline sodium salt was reacted with silver nitrate, yielding 2-hydroxy-2-(1,1,2,2-tetrafluoroethyl)-4-nitro-6-(trifluoromethyl)benzimidazoline, silver salt, as a white powder, m.p. >350° C. Reactants: C(C)(=O)OCC (ethyl acetate), O (water), FC(=C(F)F)[Si](C1=CC=C(C=C1)OCC)(C)C (p-[(trifluorovinyl)dimethylsilyl]phenetole), [H-].[Al+3].[Li+].[H-].[H-].[H-] (lithium aluminum hydride). The solvent is CCOCC (ether), Cl (hydrochloric acid), Cl (hydrochloric acid), O1CCCC1 (tetrahydrofuran), O1CCCC1 (tetrahydrofuran). Conditions: time 4 hour. Product: FC(=CF)[Si](C1=CC=C(C=C1)OCC)(C)C (p-[(1,2-Difluorovinyl)dimethylsilyl]phenetole). The yield is 96.5%. As a reaction SMILES: [F:1][C:2]([Si:6]([CH3:17])([CH3:16])[C:7]1[CH:12]=[CH:11][C:10]([O:13][CH2:14][CH3:15])=[CH:9][CH:8]=1)=[C:3](F)[F:4].[H-].[Al+3].[Li+].[H-].[H-].[H-].C(OCC)(=O)C.O>O1CCCC1.CCOCC.Cl>[F:1][C:2]([Si:6]([CH3:16])([CH3:17])[C:7]1[CH:12]=[CH:11][C:10]([O:13][CH2:14][CH3:15])=[CH:9][CH:8]=1)=[CH:3][F:4] |f:1.2.3.4.5.6|. Procedure: A solution of p-[(trifluorovinyl)dimethylsilyl]phenetole (12.0 g, 0.046 mol) in tetrahydrofuran is added dropwise to a stirred mixture of lithium aluminum hydride (1.75 g, 0.046 mol) in tetrahydrofuran at -5° C. The resultant reaction mixture is stirred at room temperature for 4 hours, cooled to 0° C., treated sequentially with ethyl acetate, water and dilute hydrochloric acid, and diluted with additional ether and dilute hydrochloric acid. The organic phase is separated, washed with brine, drie... Reactants: [N+](=O)([O-])C1=C(C=CC=C1)NC1=NC=CC=N1 ((2-nitrophenyl)-pyrimidin-2-yl-amine), [H][H] (hydrogen). Procedure details: To a solution of (2-nitrophenyl)-pyrimidin-2-yl-amine (13.2 g, 61.1 mmol) in a mixture of EtOAc (450 mL) and CH3OH (350 mL) was added Raney Nickle (16 g (water wet)) and the reaction mixture hydrogenated under 1 atm hydrogen at ambient temperature for 3 h. The catalyst was separated by filtration and the filtrate concentrated in vacuo to a red-brown solid which upon trituration with cold CH3OH (250 mL) gave the title compound (8.21 g, 44.1 mmol) as a grey solid: 1H NMR (CDCl3, 400 MHz): 8.38 (d,... As a reaction SMILES: [N+:1]([C:4]1[CH:9]=[CH:8][CH:7]=[CH:6][C:5]=1[NH:10][C:11]1[N:16]=[CH:15][CH:14]=[CH:13][N:12]=1)([O-])=O.[H][H]>CCOC(C)=O.CO.[Ni]>[N:12]1[CH:13]=[CH:14][CH:15]=[N:16][C:11]=1[NH:10][C:5]1[C:4]([NH2:1])=[CH:9][CH:8]=[CH:7][CH:6]=1. The reagents and catalysts are [Ni] (Raney Nickle). Run in CCOC(=O)C (EtOAc), CO (CH3OH). Yield: 72.2%. Yields the product N1=C(N=CC=C1)NC=1C(=CC=CC1)N (N-Pyrimidin-2-yl-benzene-1,2-diamine). The reactants are COCCOC(=O)CC(C)=O, C1CCNCC1, CC(=O)O, O=Cc1ccccc1C(F)(F)F, c1ccccc1. Yields the product COCCOC(=O)C(=Cc1ccccc1C(F)(F)F)C(C)=O. As a reaction SMILES: [C:13]([CH2:14][C:15](=[O:16])[CH3:17])(=[O:18])[O:19][CH2:20][CH2:21][O:22][CH3:23].[CH2:24]1[CH2:25][CH2:26][NH:27][CH2:28][CH2:29]1.[CH3:30][C:31](=[O:32])[OH:33].[F:1][C:2]([c:3]1[c:4]([CH:5]=[O:6])[cH:7][cH:8][cH:9][cH:10]1)([F:11])[F:12].[cH:34]1[cH:35][cH:36][cH:37][cH:38][cH:39]1>>[F:1][C:2]([c:3]1[c:4]([CH:5]=[C:14]([C:13](=[O:18])[O:19][CH2:20][CH2:21][O:22][CH3:23])[C:15](=[O:16])[CH3:17])[cH:7][cH:8][cH:9][cH:10]1)([F:11])[F:12].